Dataset: the Open Reaction Database (ORD), a public repository of structured organic reaction records. Task: describe an organic reaction: reactants, conditions, products, and yield The reactants are N#Cc1ccc(-n2ccnc2)c(Br)c1, CI, C1CCOC1. Product: Cn1cc[n+](-c2ccc(C#N)cc2Br)c1, [I-]. Reaction SMILES: [Br:1][c:2]1[c:3](-[n:10]2[cH:11][n:12][cH:13][cH:14]2)[cH:4][cH:5][c:6]([C:8]#[N:9])[cH:7]1.[CH3:15][I:16].[O:17]1[CH2:18][CH2:19][CH2:20][CH2:21]1>>[Br:1][c:2]1[c:3](-[n+:10]2[cH:11][n:12]([CH3:15])[cH:13][cH:14]2)[cH:4][cH:5][c:6]([C:8]#[N:9])[cH:7]1.[I-:16].